From a dataset of the Open Reaction Database (ORD), a public repository of structured organic reaction records. describe an organic reaction: reactants, conditions, products, and yield Starting materials: C1=CC(=CC(=C1)CN=C=O)CN=C=O (TAKENATE), C(CCCCCCCCCCCCCCCCC)O (stearyl alcohol), C=1(C(=CC=CC1)CN=C=O)CN=C=O (xylylene diisocyanate), C(CCCCCCCCCCCCCCCCC)O (stearyl alcohol), polycaprolactone, C(CCCCCCCCCCC)(=O)[O-].C(CCC)[Sn+2]CCCC.C(CCCCCCCCCCC)(=O)[O-] (dibutyltin laurate), COC1=CC=C(O)C=C1 (hydroquinone monomethyl ether), C(O)C(CC)(CO)CO (trimethylol-propane), C(CCCCCCCCCCC)(=O)[O-].C(CCC)[Sn+2]CCCC.C(CCCCCCCCCCC)(=O)[O-] (dibutyltin laurate). Run in C1(=CC=CC=C1)C (toluene), C1(=CC=CC=C1)C (toluene). Conditions: temperature 40 celsius. Product: C(C=C)(=O)O.NC(=O)OCC (urethane acrylate). RXN SMILES: [CH2:1]([OH:19])[CH2:2][CH2:3]CCCCCCCCCCCCCCC.C1(CN=C=O)C(CN=C=[O:29])=CC=CC=1.C(C(CO)(CO)CC)O.C1C=C(C[N:50]=[C:51]=[O:52])C=C(CN=C=O)C=1.C([O-])(=O)CCCCCCCCCCC.C([Sn+2]CCCC)CCC.C([O-])(=O)CCCCCCCCCCC.COC1C=CC(O)=CC=1>C1(C)C=CC=CC=1>[C:1]([OH:19])(=[O:29])[CH:2]=[CH2:3].[NH2:50][C:51]([O:19][CH2:1][CH3:2])=[O:52] |f:4.5.6,9.10|. Procedure details: Into a flask similar to the flask in Synthesis Example 1 were charged 44.8 parts of toluene and 4.6 parts of stearyl alcohol (NAA-46), followed by heating of the mixture to 40° C. After the confirmation of thorough dissolution of stearyl alcohol, 50 parts of xylylene diisocyanate subjected to trimethylol-propane adduct modification (“TAKENATE D-110N” a trade name of Takeda Chemical Industries, Ltd., N.V.: 75, NCO %: 11.5) were charged and the mixture was heated to 70° C. After 30 minutes of the ... The reactants are OC(C)C=1NC2=C(N1)C=CC=C2OC (2-(1-hydroxyethyl)-4-methoxybenzimidazole). Reagents/catalysts: [O-2].[O-2].[O-2].[Cr+6] (chromium trioxide). Solvent: O (water), C(C)(=O)O (acetic acid), O (water). Yields the product C(C)(=O)C=1NC2=C(N1)C=CC=C2OC (2-Acetyl-4-methoxybenzimidazole). Isolated yield 64.9%. RXN SMILES: [OH:1][CH:2]([C:4]1[NH:5][C:6]2[C:12]([O:13][CH3:14])=[CH:11][CH:10]=[CH:9][C:7]=2[N:8]=1)[CH3:3]>C(O)(=O)C.O.[O-2].[O-2].[O-2].[Cr+6]>[C:2]([C:4]1[NH:5][C:6]2[C:12]([O:13][CH3:14])=[CH:11][CH:10]=[CH:9][C:7]=2[N:8]=1)(=[O:1])[CH3:3] |f:3.4.5.6|. Reported procedure: A solution of 2-(1-hydroxyethyl)-4-methoxybenzimidazole (2.18 g) in acetic acid (8.5 ml) was heated at 100° C. and treated with a solution of chromium trioxide (0.85 g) in water (3 ml). After 10 minutes the reaction was poured into water (110 ml), the precipitate was removed by filtration through a plug of Celite and the product extracted with dichloromethane (3×100 ml). The combined organic layers were dried over magnesium sulphate, filtered, and evaporated in vacuo and to yield the desired pro... Reactants: [Br-].[Br-].C[N+](C)(C)CC1=C(C2=CC=CC=C2C=C1)C1=C(C=CC2=CC=CC=C12)C[N+](C)(C)C (2,2'-bis[(trimethylammonio)methyl]-1,1'-binaphthyl dibromide), ClP(C1=CC=CC=C1)C1=CC=CC=C1 (chlorodiphenylphosphine). The solvent is CN(C=O)C (dimethyl formamide). The product is C1(=CC=CC=C1)P(C1=CC=CC=C1)CC1=C(C2=CC=CC=C2C=C1)C1=C(C=CC2=CC=CC=C12)CP(C1=CC=CC=C1)C1=CC=CC=C1 (2,2'-bis[(diphenylphosphino)methyl]-1,1'-binaphthyl). Isolated yield 78.4%. Reaction SMILES: [Br-].[Br-].C[N+]([CH2:7][C:8]1[CH:17]=[CH:16][C:15]2[C:10](=[CH:11][CH:12]=[CH:13][CH:14]=2)[C:9]=1[C:18]1[C:27]2[C:22](=[CH:23][CH:24]=[CH:25][CH:26]=2)[CH:21]=[CH:20][C:19]=1[CH2:28][N+](C)(C)C)(C)C.Cl[P:34]([C:41]1[CH:46]=[CH:45][CH:44]=[CH:43][CH:42]=1)[C:35]1[CH:40]=[CH:39][CH:38]=[CH:37][CH:36]=1>CN(C)C=O>[C:35]1([P:34]([CH2:7][C:8]2[CH:17]=[CH:16][C:15]3[C:10](=[CH:11][CH:12]=[CH:13][CH:14]=3)[C:9]=2[C:18]2[C:27]3[C:22](=[CH:23][CH:24]=[CH:25][CH:26]=3)[CH:21]=[CH:20][C:19]=2[CH2:28][P:34]([C:41]2[CH:42]=[CH:43][CH:44]=[CH:45][CH:46]=2)[C:35]2[CH:40]=[CH:39][CH:38]=[CH:37][CH:36]=2)[C:41]2[CH:46]=[CH:45][CH:44]=[CH:43][CH:42]=2)[CH:40]=[CH:39][CH:38]=[CH:37][CH:36]=1 |f:0.1.2|. Reported procedure: The procedure of Example 7 is repeated, but using an electrolyte comprising 5.58 g (0.010 mol) of 2,2'-bis[(trimethylammonio)methyl]-1,1'-binaphthyl dibromide, 6.62 g (0.030 mol) of chlorodiphenylphosphine and 50 ml of dimethyl formamide (max. 0.1% of water) in the electrolysis. The amount of charge is 0.96 Ah. Workup gives 5.1 g of 2,2'-bis[(diphenylphosphino)methyl]-1,1'-binaphthyl ("naphos"). This corresponds to a yield of 78% based on 2,2'-bis[(trimethylammonio)methyl]-1,1'-binaphthyl dibrom... Reactants: C(C1=CC=CC=C1)O (benzyl alcohol), C(=C)OCC(C)C (isobutyl vinyl ether), C([O-])([O-])=O.[Na+].[Na+] (sodium carbonate). The reagents and catalysts are Cl (hydrochloric acid). Reaction conditions: temperature 40 celsius. Yields the product C(C1=CC=CC=C1)OC(C)OCCCC (1-Benzyloxy-1-n-Butoxy Ethane). As a reaction SMILES: [CH2:1]([OH:8])[C:2]1[CH:7]=[CH:6][CH:5]=[CH:4][CH:3]=1.[CH:9]([O:11][CH2:12][CH:13]([CH3:15])C)=[CH2:10].[C:16](=O)([O-])[O-].[Na+].[Na+]>Cl>[CH2:1]([O:8][CH:9]([O:11][CH2:12][CH2:13][CH2:15][CH3:16])[CH3:10])[C:2]1[CH:7]=[CH:6][CH:5]=[CH:4][CH:3]=1 |f:2.3.4|. Procedure details: A 250 ml. round-bottom flask equipped with a magnetic stirrer, condensor, mantle, and addition funnel was charged with 52.5 g. of benzyl alcohol and 4 drops of 36% hydrochloric acid. The mixture was heated to 40° C. and 50 g. of isobutyl vinyl ether was added dropwise, over a one-half hour period. GLC analysis showed the reaction to be complete at this point. Saturated sodium carbonate solution was added to quench (10 ml.) and the organic phase was dried over sodium sulfate prior to distillation... Starting materials: CS(C)=O, [K+], [K+], Nc1c(Nc2cccnc2Cl)c(=O)c1=O, O=C([O-])[O-], CC(C)(C)CC(NC(=O)c1ccccc1)n1nnc2ccccc21. Yields the product CC(C)(C)CC(NC(=O)c1ccccc1)Nc1c(Nc2cccnc2Cl)c(=O)c1=O. RXN SMILES: [CH3:46][S:47]([CH3:48])=[O:49].[K+:40].[K+:41].[NH2:1][c:2]1[c:3](=[O:15])[c:4](=[O:14])[c:5]1[NH:6][c:7]1[c:8]([Cl:13])[n:9][cH:10][cH:11][cH:12]1.[O-:42][C:43]([O-:44])=[O:45].[n:16]1([CH:25]([CH2:26][C:27]([CH3:28])([CH3:29])[CH3:30])[NH:31][C:32]([c:33]2[cH:34][cH:35][cH:36][cH:37][cH:38]2)=[O:39])[c:17]2[cH:18][cH:19][cH:20][cH:21][c:22]2[n:23][n:24]1>>[NH:1]([c:2]1[c:3](=[O:15])[c:4](=[O:14])[c:5]1[NH:6][c:7]1[c:8]([Cl:13])[n:9][cH:10][cH:11][cH:12]1)[CH:25]([CH2:26][C:27]([CH3:28])([CH3:29])[CH3:30])[NH:31][C:32]([c:33]1[cH:34][cH:35][cH:36][cH:37][cH:38]1)=[O:39]. RXN SMILES: [F:1][C:2]1[CH:3]=[C:4]([NH2:18])[CH:5]=[CH:6][C:7]=1[C:8]1[CH:17]=[CH:16][CH:15]=[C:14]2[C:9]=1[CH:10]=[CH:11][N:12]=[CH:13]2.[OH:19][C@@H:20]([CH3:38])[CH2:21][N:22]1[C:26]([CH3:27])=[C:25]([C:28](O)=[O:29])[C:24](=[O:31])[N:23]1[C:32]1[CH:37]=[CH:36][CH:35]=[CH:34][CH:33]=1.CN(C=O)C>C(Cl)Cl>[F:1][C:2]1[CH:3]=[C:4]([NH:18][C:28]([C:25]2[C:24](=[O:31])[N:23]([C:32]3[CH:37]=[CH:36][CH:35]=[CH:34][CH:33]=3)[N:22]([CH2:21][C@@H:20]([OH:19])[CH3:38])[C:26]=2[CH3:27])=[O:29])[CH:5]=[CH:6][C:7]=1[C:8]1[CH:17]=[CH:16][CH:15]=[C:14]2[C:9]=1[CH:10]=[CH:11][N:12]=[CH:13]2. Yields the product FC=1C=C(C=CC1C1=C2C=CN=CC2=CC=C1)NC(=O)C=1C(N(N(C1C)C[C@H](C)O)C1=CC=CC=C1)=O (N-(3-fluoro-4-(isoquinolin-5-yl)phenyl)-1-((S)-2-hydroxypropyl)-5-methyl-3-oxo-2-phenyl-2,3-dihydro-1H-pyrazole-4-carboxamide). Run at time 5 day. The solvent is C(Cl)Cl (DCM). The yield is 33435.8%. Reported procedure: 3-fluoro-4-(isoquinolin-5-yl)benzenamine (309.9 mg, 1301 μmol) and (S)-1-(2-hydroxypropyl)-5-methyl-3-oxo-2-phenyl-2,3-dihydro-1H-pyrazole-4-carboxylic acid (359 mg, 1301 μmol) were suspended in DCM (6.5 ml) and DMF (0.65 ml) and hatu (579 mg, 1523 μmol) was added. The reaction was stirred under nitrogen for 5 days, and then filtered. The solid was washed with DCM, and the filtrate was concentrated and purified on silica gel (50:1->40:1->30:1->10:1 DCM/MeOH. The fractions with product were colle... The reactants are FC=1C=C(C=CC1C1=C2C=CN=CC2=CC=C1)N (3-fluoro-4-(isoquinolin-5-yl)benzenamine), O[C@H](CN1N(C(C(=C1C)C(=O)O)=O)C1=CC=CC=C1)C ((S)-1-(2-hydroxypropyl)-5-methyl-3-oxo-2-phenyl-2,3-dihydro-1H-pyrazole-4-carboxylic acid), CN(C)C=O (DMF). The reactants are OC1=C(C=C(C=O)C=C1)C (4-hydroxy-3-methylbenzaldehyde), [Cl-].O[NH3+] (hydroxyl ammonium chloride). Run in C(C)(=O)O (acetic acid), C(C)OCC (diethyl ether). The product is OC1=C(C=C(C#N)C=C1)C (4-Hydroxy-3-methylbenzonitrile). Yield: 66.0%. RXN SMILES: [OH:1][C:2]1[CH:9]=[CH:8][C:5]([CH:6]=O)=[CH:4][C:3]=1[CH3:10].[Cl-].O[NH3+:13]>C(O)(=O)C.C(OCC)C>[OH:1][C:2]1[CH:9]=[CH:8][C:5]([C:6]#[N:13])=[CH:4][C:3]=1[CH3:10] |f:1.2|. Procedure details: A mixture of 4-hydroxy-3-methylbenzaldehyde (530 mg, 3.91 mmol) and hydroxyl ammonium chloride (406 mg, 5.81 mmol) in acetic acid (5 mL) was heated under reflux for 90 minutes. The cooled reaction mixture was then diluted with diethyl ether (30 mL) and washed with water (30 mL). The combined organic solution was washed with brine, dried over magnesium sulfate, concentrated in vacuo and the residue was purified by column chromatography on silica gel, eluting with dichloromethane:methanol, 100:0 t... The reactants are C, CC(C)C(CCC(=O)O)C(=O)c1ccccc1, CC(=O)O, Cl, [H][H], [Pd]. The product is CC(C)C(CCC(=O)O)Cc1ccccc1. Reaction SMILES: [C:21].[CH3:1][CH:2]([CH3:3])[CH:4]([CH2:5][CH2:6][C:7](=[O:8])[OH:9])[C:10]([c:11]1[cH:12][cH:13][cH:14][cH:15][cH:16]1)=[O:17].[CH3:23][C:24](=[O:25])[OH:26].[ClH:20].[H:18][H:19].[Pd:22]>>[CH3:1][CH:2]([CH3:3])[CH:4]([CH2:5][CH2:6][C:7](=[O:8])[OH:9])[CH2:10][c:11]1[cH:12][cH:13][cH:14][cH:15][cH:16]1.